From a dataset of the Open Reaction Database (ORD), a public repository of structured organic reaction records. describe an organic reaction: reactants, conditions, products, and yield The reactants are CCN1C(=O)C(Cc2ccccc2)CC1CO, CC1(C)CCCC(C)(C)N1O, CC#N, [O-][Cl+][O-], [O-]Cl, Cl, Cl, [Na+], [Na+], [Na+], [Na+], O=S([O-])[O-]. The product is CCN1C(=O)C(Cc2ccccc2)CC1C(=O)O. As a reaction SMILES: [CH2:1]([CH3:2])[N:3]1[C:4](=[O:17])[CH:5]([CH2:10][c:11]2[cH:12][cH:13][cH:14][cH:15][cH:16]2)[CH2:6][CH:7]1[CH2:8][OH:9].[CH3:18][C:19]1([CH3:28])[N:20]([O:21])[C:22]([CH3:23])([CH3:24])[CH2:25][CH2:26][CH2:27]1.[CH3:44][C:45]#[N:46].[Cl+:29]([O-:30])[O-:31].[Cl:33][O-:34].[Cl:36].[ClH:43].[Na+:32].[Na+:35].[Na+:41].[Na+:42].[S:37]([O-:38])([O-:39])=[O:40]>>[CH2:1]([CH3:2])[N:3]1[C:4](=[O:17])[CH:5]([CH2:10][c:11]2[cH:12][cH:13][cH:14][cH:15][cH:16]2)[CH2:6][CH:7]1[C:8](=[O:9])[OH:30]. Solvent: Cl (HCl). Procedure: The above thiophene (2.0 g) in 10 ml of 6M HCl is heated at 80° for 33 hours. Ethanol is added, and the solvent and water are then removed. Ether is added to the residue, the suspension is filtered and the final solid is rinsed with ether to give 2-amino-4-methyl-5-(4-chlorophenyl)thiophene hydrochloric acid salt. Reactants: NC=1SC(=C(C1C(=O)OC(C)(C)C)C)C1=CC=C(C=C1)Cl (2-amino-3-(t-butoxycarbonyl)-4-methyl-5-(4-chlorophenyl)thiophene), C(C)O (Ethanol). Yields the product Cl.NC=1SC(=C(C1)C)C1=CC=C(C=C1)Cl (2-amino-4-methyl-5-(4-chlorophenyl)thiophene hydrochloric acid salt). As a reaction SMILES: [NH2:1][C:2]1[S:3][C:4]([C:15]2[CH:20]=[CH:19][C:18]([Cl:21])=[CH:17][CH:16]=2)=[C:5]([CH3:14])[C:6]=1C(OC(C)(C)C)=O.C(O)C>Cl>[ClH:21].[NH2:1][C:2]1[S:3][C:4]([C:15]2[CH:20]=[CH:19][C:18]([Cl:21])=[CH:17][CH:16]=2)=[C:5]([CH3:14])[CH:6]=1 |f:3.4|. The reactants are COCn1nnc(N)n1, O=C(Cl)C(c1ccccc1)c1ccccc1. The product is COCn1nnc(NC(=O)C(c2ccccc2)c2ccccc2)n1. As a reaction SMILES: [NH2:1][c:2]1[n:3][n:4][n:5]([CH2:7][O:8][CH3:9])[n:6]1.[c:10]1([CH:16]([C:17](=[O:18])[Cl:19])[c:20]2[cH:21][cH:22][cH:23][cH:24][cH:25]2)[cH:11][cH:12][cH:13][cH:14][cH:15]1>>[NH:1]([c:2]1[n:3][n:4][n:5]([CH2:7][O:8][CH3:9])[n:6]1)[C:17]([CH:16]([c:10]1[cH:11][cH:12][cH:13][cH:14][cH:15]1)[c:20]1[cH:21][cH:22][cH:23][cH:24][cH:25]1)=[O:18]. Reactants: ClC1=CC=NC=C1 (4-chloro-pyridine), Cl (hydrochloride), C1NCCC2=CC=CC=C12 (1,2,3,4-tetrahydro-isoquinoline), [OH-].[Na+] (NaOH). Run in CCOC(=O)C (AcOEt), O (H2O). Run at temperature 150 celsius. Yields the product N1=CC=C(C=C1)N1CC2=CC=CC=C2CC1 (2-Pyridin-4-yl-1,2,3,4-tetrahydro-isoquinoline). Reaction SMILES: Cl[C:2]1[CH:7]=[CH:6][N:5]=[CH:4][CH:3]=1.Cl.[CH2:9]1[C:18]2[C:13](=[CH:14][CH:15]=[CH:16][CH:17]=2)[CH2:12][CH2:11][NH:10]1.[OH-].[Na+]>CCOC(C)=O.O>[N:5]1[CH:6]=[CH:7][C:2]([N:10]2[CH2:11][CH2:12][C:13]3[C:18](=[CH:17][CH:16]=[CH:15][CH:14]=3)[CH2:9]2)=[CH:3][CH:4]=1 |f:3.4|. Reported procedure: A mixture of 4-chloro-pyridine 1:1 hydrochloride (24.5 g, 163 mmol) and 1,2,3,4-tetrahydro-isoquinoline (65.3 g, 490 mmol) was slowly heated to 150° C. After 30 min the reaction mixture was cooled to rt, H2O (700 ml) and 2N NaOH (82 ml) was added followed by extraction with AcOEt (5 times 300 ml). The combined organic phases were dried (Na2SO4), and the solvent was evaporated. After trituration with pentane and recrystallization the title compound (30.2 g, 88%) was obtained as a light brown crys... Reactants: [BH4-].[Na+] (NaBH4), C(=O)(OC(C)(C)C)N1C(CC(CC1)=O)C (1-Boc-2-methyl-piperidin-4-on), mixture. Run in CCO (EtOH). Run at time 2 hour. The product is C(=O)(OC(C)(C)C)N1[C@H](C[C@@H](CC1)O)C (trans N-Boc-2-methyl-piperidin-4-ol). Reaction SMILES: [BH4-].[Na+].[C:3]([N:10]1[CH2:15][CH2:14][C:13](=[O:16])[CH2:12][CH:11]1[CH3:17])([O:5][C:6]([CH3:9])([CH3:8])[CH3:7])=[O:4]>CCO>[C:3]([N:10]1[CH2:15][CH2:14][C@@H:13]([OH:16])[CH2:12][C@@H:11]1[CH3:17])([O:5][C:6]([CH3:9])([CH3:8])[CH3:7])=[O:4] |f:0.1|. Procedure details: 213 mg (5.6 mmol) of NaBH4 were added portionwise at 0° C. to a solution of 1.0 g (4.7 mmol) 1-Boc-2-methyl-piperidin-4-on in 10 mL EtOH. The mixture was stirred at room temperature for another 2 h. The solvent was removed by distillation and the remainder was dissolved in water and ethyl acetate. The aqueous layer was extracted twice with ethyl acetated and the combined organic layers were dried over Na2SO4. After filtration the solvent was removed by distillation and the crude product was puri...